This data is from the Open Reaction Database (ORD), a public repository of structured organic reaction records. The task is: describe an organic reaction: reactants, conditions, products, and yield Reactants: S1C2=C(C=C1)CC1=C(CC2)C=CC=C1 (9,10-dihydro-4H-benzo[4,5]cyclohepta[1,2-b]thiophene), C1(CCC(=O)O1)=O (succinic acid anhydride), [Cl-].[Al+3].[Cl-].[Cl-] (aluminium chloride), Cl (hydrochloric acid), ice. Solvent: C(Cl)Cl (methylene chloride), C(Cl)Cl (methylene chloride), C(Cl)Cl (methylene chloride). Run at time 15 minute. Yields the product S1C2=C(C=C1C(CCC(=O)O)=O)CC1=C(CC2)C=CC=C1 (4-(9,10-dihydro-4H-benzo[4,5]cyclohepta[1,2-b]thiophen-2-yl)-4-oxobutyric acid). As a reaction SMILES: [C:1]1(=[O:7])[O:6][C:4](=[O:5])[CH2:3][CH2:2]1.[Cl-].[Al+3].[Cl-].[Cl-].[S:12]1[CH:16]=[CH:15][C:14]2[CH2:17][C:18]3[CH:25]=[CH:24][CH:23]=[CH:22][C:19]=3[CH2:20][CH2:21][C:13]1=2.Cl>C(Cl)Cl>[S:12]1[C:16]([C:1](=[O:7])[CH2:2][CH2:3][C:4]([OH:6])=[O:5])=[CH:15][C:14]2[CH2:17][C:18]3[CH:25]=[CH:24][CH:23]=[CH:22][C:19]=3[CH2:20][CH2:21][C:13]1=2 |f:1.2.3.4|. Procedure details: 11.0 g of succinic acid anhydride are dissolved in 220 cc of anhydrous methylene chloride with heating, the resulting solution is cooled to 20° and 30 g of aluminium chloride are added portionwise. After stirring for 15 minutes at room temperature, a solution of 22.0 g of 9,10-dihydro-4H-benzo[4,5]cyclohepta[1,2-b]thiophene in 100 cc of anhydrous methylene chloride is added dropwise within 30 minutes, the resulting mixture is stirred for a further 45 minutes at room temperature and is poured on ... Starting materials: [Al+3], COC(=O)C1(CCN(C)C)c2ccccc2N(C)c2ccc(Cl)cc21, [H-], [H-], [H-], [H-], [Li+], C1CCOC1, O. The product is CN(C)CCC1(CO)c2ccccc2N(C)c2ccc(Cl)cc21. RXN SMILES: [Al+3:7].[Cl:12][c:13]1[cH:14][c:15]2[c:24]([cH:25][cH:26]1)[N:23]([CH3:27])[c:22]1[c:17]([cH:18][cH:19][cH:20][cH:21]1)[C:16]2([CH2:28][CH2:29][N:30]([CH3:31])[CH3:32])[C:33](=[O:34])[O:35][CH3:36].[H-:10].[H-:11].[H-:6].[H-:9].[Li+:8].[O:1]1[CH2:2][CH2:3][CH2:4][CH2:5]1.[OH2:37]>>[Cl:12][c:13]1[cH:14][c:15]2[c:24]([cH:25][cH:26]1)[N:23]([CH3:27])[c:22]1[c:17]([cH:18][cH:19][cH:20][cH:21]1)[C:16]2([CH2:28][CH2:29][N:30]([CH3:31])[CH3:32])[CH2:33][OH:34].